Dataset: the Open Reaction Database (ORD), a public repository of structured organic reaction records. Task: describe an organic reaction: reactants, conditions, products, and yield The reactants are BrC=1C=NC(=C(C(=O)OC)C1)Cl (methyl 5-bromo-2-chloronicotinate), [O-]P(=O)([O-])[O-].[K+].[K+].[K+] (K3PO4), CB(O)O (methylboronic acid), C1(CCCCC1)P(C1CCCCC1)C1CCCCC1 (tricyclohexylphosphine). The reagents and catalysts are CC(=O)[O-].CC(=O)[O-].[Pd+2] (Pd(OAc)2). Run in C1(=CC=CC=C1)C.O (toluene water). Run at temperature 100 celsius. The product is ClC1=C(C(=O)OC)C=C(C=N1)C (Methyl 2-chloro-5-methylnicotinate). Isolated yield 87.0%. As a reaction SMILES: Br[C:2]1[CH:3]=[N:4][C:5]([Cl:12])=[C:6]([CH:11]=1)[C:7]([O:9][CH3:10])=[O:8].[O-]P([O-])([O-])=O.[K+].[K+].[K+].[CH3:21]B(O)O.C1(P(C2CCCCC2)C2CCCCC2)CCCCC1>C1(C)C=CC=CC=1.O.CC([O-])=O.CC([O-])=O.[Pd+2]>[Cl:12][C:5]1[N:4]=[CH:3][C:2]([CH3:21])=[CH:11][C:6]=1[C:7]([O:9][CH3:10])=[O:8] |f:1.2.3.4,7.8,9.10.11|. Reported procedure: To a solution of methyl 5-bromo-2-chloronicotinate (1.05 g, 4.19 mmol), K3PO4 (2.95 g, 13.90 mmol), methylboronic acid (0.32 g, 5.26 mmol) and tricyclohexylphosphine (0.11 g, 0.39 mmol) in toluene/water (16 ml/0.8 ml) under nitrogen atmosphere was added Pd(OAc)2 (0.04 g, 0.18 mmol). The mixture was heated at 100° C. overnight under nitrogen atmosphere. The reaction mixture was then cooled to room temperature and concentrated in vacuum. Ethyl acetate was added to the residue and this organic laye... Conditions: temperature 60 celsius. Solvent: CCO (EtOH). Yields the product FC=1C=C2C(=NC1C(C)=NO)C=CN2S(=O)(=O)C2=CC=C(C)C=C2 (1-(6-fluoro-1-tosyl-1H-pyrrolo[3,2-b]pyridin-5-yl)ethanone oxime). RXN SMILES: [F:1][C:2]1[CH:3]=[C:4]2[N:13]([S:14]([C:17]3[CH:23]=[CH:22][C:20]([CH3:21])=[CH:19][CH:18]=3)(=[O:16])=[O:15])[CH:12]=[CH:11][C:5]2=[N:6][C:7]=1[C:8](=O)[CH3:9].CC([O-])=O.[Na+].Cl.[NH2:30][OH:31]>CCO>[F:1][C:2]1[CH:3]=[C:4]2[N:13]([S:14]([C:17]3[CH:23]=[CH:22][C:20]([CH3:21])=[CH:19][CH:18]=3)(=[O:16])=[O:15])[CH:12]=[CH:11][C:5]2=[N:6][C:7]=1[C:8](=[N:30][OH:31])[CH3:9] |f:1.2,3.4|. Isolated yield 0.1%. Reported procedure: A mixture of 1-(6-fluoro-1-tosyl-1H-pyrrolo[3,2-b]pyridin-5-yl)ethanone (0.7 g, 2.118 mmol), NaOAc (1.73 g, 21.1 mmol), and hydroxylamine hydrochloride (0.735 g, 10.55 mmol) in EtOH (20 mL) was heated at 60° C. for 1 h. The reaction mixture was concentrated under reduced pressure, water (200 mL) was added, and the mixture was extracted with EtOAc (50 mL×3). The combined extracts were concentrated under reduced pressure to afford 0.66 mg (90%) of 1-(6-fluoro-1-tosyl-1H-pyrrolo[3,2-b]pyridin-5-yl)... The reactants are FC=1C=C2C(=NC1C(C)=O)C=CN2S(=O)(=O)C2=CC=C(C)C=C2 (1-(6-fluoro-1-tosyl-1H-pyrrolo[3,2-b]pyridin-5-yl)ethanone), CC(=O)[O-].[Na+] (NaOAc), Cl.NO (hydroxylamine hydrochloride). Reactants: CN(C)CC1CC(c2nc(-c3ccc(Oc4ccccc4)cc3)c3c(N)nccn23)C1, N. Product: NCC1CC(c2nc(-c3ccc(Oc4ccccc4)cc3)c3c(N)nccn23)C1. As a reaction SMILES: [CH3:1][N:2]([CH3:3])[CH2:4][CH:5]1[CH2:6][CH:7]([c:9]2[n:10][c:11](-[c:19]3[cH:20][cH:21][c:22]([O:25][c:26]4[cH:27][cH:28][cH:29][cH:30][cH:31]4)[cH:23][cH:24]3)[c:12]3[n:13]2[cH:14][cH:15][n:16][c:17]3[NH2:18])[CH2:8]1.[NH3:32]>>[NH2:2][CH2:4][CH:5]1[CH2:6][CH:7]([c:9]2[n:10][c:11](-[c:19]3[cH:20][cH:21][c:22]([O:25][c:26]4[cH:27][cH:28][cH:29][cH:30][cH:31]4)[cH:23][cH:24]3)[c:12]3[n:13]2[cH:14][cH:15][n:16][c:17]3[NH2:18])[CH2:8]1.